This data is from the Open Reaction Database (ORD), a public repository of structured organic reaction records. The task is: describe an organic reaction: reactants, conditions, products, and yield Starting materials: CN1CCNCC1 (N-methylpiperazine), C(C(=O)Cl)(=O)Cl (oxalyl chloride), BrC1=CC(=C(C(=O)O)C=C1)C (4-bromo-2-methylbenzoic acid). The solvent is C(Cl)Cl (CH2Cl2), O (water), C(Cl)Cl (CH2Cl2), C(Cl)Cl (CH2Cl2). Conditions: time 1 hour. Yields the product BrC1=CC(=C(C=C1)C(=O)N1CCN(CC1)C)C ((4-Bromo-2-methyl-phenyl)-(4-methyl-piperazin-1-yl)-methanone). RXN SMILES: C(Cl)(=O)C(Cl)=O.[Br:7][C:8]1[CH:16]=[CH:15][C:11]([C:12]([OH:14])=O)=[C:10]([CH3:17])[CH:9]=1.[CH3:18][N:19]1[CH2:24][CH2:23][NH:22][CH2:21][CH2:20]1>C(Cl)Cl.O>[Br:7][C:8]1[CH:16]=[CH:15][C:11]([C:12]([N:22]2[CH2:23][CH2:24][N:19]([CH3:18])[CH2:20][CH2:21]2)=[O:14])=[C:10]([CH3:17])[CH:9]=1. Procedure details: A solution of 0.850 ml (10 mmol) oxalyl chloride in 20 ml CH2Cl2 is added dropwise to a iced-cooled solution of 1.10 g (5 mmol) 4-bromo-2-methylbenzoic acid in 30 ml CH2Cl2. After complete addition, the cooling bath is removed and stirring maintained for 1 h at RT. The solvent is evaporated to dryness, the resultant colorless residue is dried under vacuum and then diluted with 25 ml CH2Cl2. This solution is then added dropwise to a mixture of 1.01 g (10 mmol) of N-methylpiperazine in 25 ml CH2Cl... The reactants are [NH4+].[OH-] (NH4OH), CCOC(=O)C (EtOAc), Cl.ClC1=NC2=C(C3=NC4=CC=CC(=C4C(N31)=O)F)C=CN2S(=O)(=O)C2=CC=C(C=C2)C (5-chloro-8-fluoro-3-[(4-methylphenyl)sulfonyl]pyrrolo[2′,3′:4,5]pyrimido[6,1-b]quinazolin-7(3H)-one hydrogen chloride), CN(C)CC(=O)N1CCCC2=CC(=C(C=C12)N)C (1-[(dimethylamino)acetyl]-6-methyl-1,2,3,4-tetrahydro-7-quinolinamine). The solvent is FC(CO)(F)F (2,2,2-trifluoroethanol), C1CCOC1 (THF). Reaction conditions: time 5 hour. The product is CN(CC(=O)N1CCCC2=CC(=C(C=C12)NC=1N=C(C2=C(N1)N(C=C2)S(=O)(=O)C2=CC=C(C=C2)C)NC2=C(C(=O)N)C(=CC=C2)F)C)C (2-({2-{[1-(N,N-dimethylglycyl)-6-methyl-1,2,3,4-tetrahydro-7-quinolinyl]amino}-7-[(4-methylphenyl)sulfonyl]-7H-pyrrolo[2,3-d]pyrimidin-4-yl}amino)-6-fluorobenzamide). Yield: 74.0%. As a reaction SMILES: Cl.Cl[C:3]1[N:16]2[C:7](=[N:8][C:9]3[C:14]([C:15]2=[O:17])=[C:13]([F:18])[CH:12]=[CH:11][CH:10]=3)[C:6]2[CH:19]=[CH:20][N:21]([S:22]([C:25]3[CH:30]=[CH:29][C:28]([CH3:31])=[CH:27][CH:26]=3)(=[O:24])=[O:23])[C:5]=2[N:4]=1.[CH3:32][N:33]([CH2:35][C:36]([N:38]1[C:47]2[C:42](=[CH:43][C:44]([CH3:49])=[C:45]([NH2:48])[CH:46]=2)[CH2:41][CH2:40][CH2:39]1)=[O:37])[CH3:34].[NH4+:50].[OH-].CCOC(C)=O>FC(F)(F)CO.C1COCC1>[CH3:34][N:33]([CH3:32])[CH2:35][C:36]([N:38]1[C:47]2[C:42](=[CH:43][C:44]([CH3:49])=[C:45]([NH:48][C:3]3[N:16]=[C:7]([NH:8][C:9]4[CH:10]=[CH:11][CH:12]=[C:13]([F:18])[C:14]=4[C:15]([NH2:50])=[O:17])[C:6]4[CH:19]=[CH:20][N:21]([S:22]([C:25]5[CH:30]=[CH:29][C:28]([CH3:31])=[CH:27][CH:26]=5)(=[O:24])=[O:23])[C:5]=4[N:4]=3)[CH:46]=2)[CH2:41][CH2:40][CH2:39]1)=[O:37] |f:0.1,3.4|. Procedure: A slurry of 5-chloro-8-fluoro-3-[(4-methylphenyl)sulfonyl]pyrrolo[2′,3′:4,5]pyrimido[6,1-b]quinazolin-7(3H)-one hydrogen chloride (400 mg, 0.835 mmol) and 1-[(dimethylamino)acetyl]-6-methyl-1,2,3,4-tetrahydro-7-quinolinamine (206 mg, 0.835 mmol) in 2,2,2-trifluoroethanol (50 mL) was stirred at rt for 4 days. The resulting green solution was diluted with THF (50 mL) and a 27% aqueous NH4OH solution (100 mL). The clear orange reaction mixture was stirred at rt for 5 h. EtOAc (200 mL) was added and... The reactants are C(C)OCC (diethylether), ClC1=CC=C(CC2=NN(C(C3=CC=CC=C23)=O)C(CCCC(=O)O)CCNC)C=C1 (4-(4-Chlorobenzyl)-2-(5-methylamino-1-carboxymethyl-3-pentyl)-1(2H) -phthalazinone), Cl (HCl), [OH-].[Na+] (sodium hydroxide). The solvent is CO (methanol). Product: ClC1=CC=C(CC2=NN(C(C3=CC=CC=C23)=O)C(CCC(=O)O)CCNC)C=C1 (4-(4-chlorobenzyl)-2-(5-methylamino-1-carboxy-3-pentyl)1(2H) -phthalazinone). Reaction SMILES: [Cl:1][C:2]1[CH:30]=[CH:29][C:5]([CH2:6][C:7]2[C:16]3[C:11](=[CH:12][CH:13]=[CH:14][CH:15]=3)[C:10](=[O:17])[N:9]([CH:18]([CH2:25][CH2:26][NH:27][CH3:28])[CH2:19][CH2:20]CC(O)=O)[N:8]=2)=[CH:4][CH:3]=1.[OH-:31].[Na+].Cl.C([O:36][CH2:37]C)C>CO>[Cl:1][C:2]1[CH:30]=[CH:29][C:5]([CH2:6][C:7]2[C:16]3[C:11](=[CH:12][CH:13]=[CH:14][CH:15]=3)[C:10](=[O:17])[N:9]([CH:18]([CH2:25][CH2:26][NH:27][CH3:28])[CH2:19][CH2:20][C:37]([OH:36])=[O:31])[N:8]=2)=[CH:4][CH:3]=1 |f:1.2|. Procedure details: 15 g 4-(4-chlorobenzyl)-2-(5-methylamino-1-carboxymethyl-3-pentyl)1(2H)-phthalazinone (Example 2) are dissolved in 150 ml methanol and reacted with 21 ml 5M sodium hydroxide solution. The solution is heated for 1.5 hours to 50° C., then concentrated in a rotary evaporator, and the residue reacted is with 105 ml 1M HCl (pH 6). The aqueous solution is first shaken with diethylether to remove nonpolar impurities and then extracted with dichloromethane. The combined dichloromethane phases are concen... Starting materials: [Cl-].ClC1=C(C[P+](C2=CC=CC=C2)(C2=CC=CC=C2)C2=CC=CC=C2)C(=CC(=C1Cl)OC)Cl (2,3,6-trichloro-4-methoxy-benzyl-triphenyl-phosphonium chloride), C(C)OC(C=C(C=CC=C(C)C=O)C)=O (7-formyl-3-methyl-octa-2,4,6-trien-1-oic acid ethyl ester). The product is C(C)OC(C=C(C=CC=C(C=CC1=C(C(=C(C=C1Cl)OC)Cl)Cl)C)C)=O (9-(2,3,6-trichloro-4-methoxy-phenyl)-3,7-dimethyl-nona-2,4,6,8-tetraen-1-oic acid ethyl ester). RXN SMILES: [Cl-].[Cl:2][C:3]1[C:28]([Cl:29])=[C:27]([O:30][CH3:31])[CH:26]=[C:25]([Cl:32])[C:4]=1[CH2:5][P+](C1C=CC=CC=1)(C1C=CC=CC=1)C1C=CC=CC=1.[CH2:33]([O:35][C:36](=[O:47])[CH:37]=[C:38]([CH3:46])[CH:39]=[CH:40][CH:41]=[C:42]([CH:44]=O)[CH3:43])[CH3:34]>>[CH2:33]([O:35][C:36](=[O:47])[CH:37]=[C:38]([CH3:46])[CH:39]=[CH:40][CH:41]=[C:42]([CH3:44])[CH:43]=[CH:5][C:4]1[C:25]([Cl:32])=[CH:26][C:27]([O:30][CH3:31])=[C:28]([Cl:29])[C:3]=1[Cl:2])[CH3:34] |f:0.1|. Procedure: By the procedure of Example 1, 2,3,6-trichloro-4-methoxy-benzyl-triphenyl-phosphonium chloride is reacted with 7-formyl-3-methyl-octa-2,4,6-trien-1-oic acid ethyl ester to obtain 9-(2,3,6-trichloro-4-methoxy-phenyl)-3,7-dimethyl-nona-2,4,6,8-tetraen-1-oic acid ethyl ester of melting point 126°-128° C. Starting materials: C(C)N(C(=O)NC1CCCC2=CC=CC=C12)CC (1,1-Diethyl-3-(1,2,3,4-tetrahydro-1-naphthyl)urea), CN(C(=O)Cl)C (dimethylcarbamyl chloride). The product is CN(C(=O)NC1CCCC2=CC=CC=C12)C (1,1-Dimethyl-3-(1,2,3,4-tetrahydro-1-naphthyl)urea). As a reaction SMILES: [CH2:1]([N:3]([CH2:17]C)[C:4]([NH:6][CH:7]1[C:16]2[C:11](=[CH:12][CH:13]=[CH:14][CH:15]=2)[CH2:10][CH2:9][CH2:8]1)=[O:5])C.CN(C)C(Cl)=O>>[CH3:1][N:3]([CH3:17])[C:4]([NH:6][CH:7]1[C:16]2[C:11](=[CH:12][CH:13]=[CH:14][CH:15]=2)[CH2:10][CH2:9][CH2:8]1)=[O:5]. Procedure details: 1,1-Diethyl-3-(1,2,3,4-tetrahydro-1-naphthyl)urea, melting point 86° to 87° C., is prepared by the above procedure, by substituting diethylcarbamyl chloride for dimethylcarbamyl chloride. The reactants are BrC=1C=C2C(=NC1)NC(=C2C)C2=CC=CC=C2 (5-Bromo-3-methyl-2-phenylpyrrolo[2,3-b]pyridine), C(C(=O)C1=CC=CC=C1)Br (phenacyl bromide), C([O-])([O-])=O.[Na+].[Na+] (sodium carbonate). The solvent is C(C)O (ethanol), C(C)#N (acetonitrile). Product: BrC=1C=C2C(N(C1)CC(=O)C1=CC=CC=C1)=NC(=C2C)C2=CC=CC=C2 (5-bromo-3-methyl-7-phenacyl-2-phenylpyrrolo[2,3-b]pyridine). Isolated yield 72.0%. As a reaction SMILES: [Br:1][C:2]1[CH:3]=[C:4]2[C:10]([CH3:11])=[C:9]([C:12]3[CH:17]=[CH:16][CH:15]=[CH:14][CH:13]=3)[NH:8][C:5]2=[N:6][CH:7]=1.[CH2:18](Br)[C:19]([C:21]1[CH:26]=[CH:25][CH:24]=[CH:23][CH:22]=1)=[O:20].C(=O)([O-])[O-].[Na+].[Na+]>C(#N)C.C(O)C>[Br:1][C:2]1[CH:3]=[C:4]2[C:10]([CH3:11])=[C:9]([C:12]3[CH:13]=[CH:14][CH:15]=[CH:16][CH:17]=3)[N:8]=[C:5]2[N:6]([CH2:18][C:19]([C:21]2[CH:26]=[CH:25][CH:24]=[CH:23][CH:22]=2)=[O:20])[CH:7]=1 |f:2.3.4|. Reported procedure: 5-Bromo-3-methyl-2-phenylpyrrolo[2,3-b]pyridine (0.34 g, 1.2 mmol) and phenacyl bromide (0.49 g, 2.4 mmol) in acetonitrile (20 ml) was refluxed over night to give a clear solution. The cooled solution was alkalized with sodium carbonate solution (10%) and extracted with methylene chloride. Drying over MgSO4, filtration and evaporation of solvents gave a residue which was dissolved in the minimum amount of ethanol. Crystallization was driven to completeness by keeping crystals and mother liquor i... Reactants: C(C1=CC=CC=C1)OC(=O)NCCC1=CC=C(C=C1)C[C@@H](C(=O)OCC)OCC (Ethyl (2S)-3-[4-(2-{[(benzyloxy)carbonyl]amino}ethyl)phenyl]-2-ethoxypropanoate). The reagents and catalysts are [Pd] (Pd/C). Run in C(C)(=O)OCC (ethyl acetate). Yields the product NCCC1=CC=C(C=C1)C[C@@H](C(=O)OCC)OCC (Ethyl (2S)-3-[4-(2-aminoethyl)phenyl]-2-ethoxypropanoate). The yield is 52.0%. As a reaction SMILES: C(OC([NH:11][CH2:12][CH2:13][C:14]1[CH:19]=[CH:18][C:17]([CH2:20][C@H:21]([O:27][CH2:28][CH3:29])[C:22]([O:24][CH2:25][CH3:26])=[O:23])=[CH:16][CH:15]=1)=O)C1C=CC=CC=1>C(OCC)(=O)C.[Pd]>[NH2:11][CH2:12][CH2:13][C:14]1[CH:19]=[CH:18][C:17]([CH2:20][C@H:21]([O:27][CH2:28][CH3:29])[C:22]([O:24][CH2:25][CH3:26])=[O:23])=[CH:16][CH:15]=1. Procedure details: Ethyl (2S)-3-[4-(2-{[(benzyloxy)carbonyl]amino}ethyl)phenyl]-2-ethoxypropanoate (2.45 g, 6.14 mmol) was hydrogenated for 2.5 hours at atmospheric pressure in ethyl acetate (51 ml) using Pd/C (1 spoon) as catalyst. After filtration on hyflo, the solvent was evaporated in vacuo. The crude product was purified by chromatography on silica gel using THF:methanol (NH3-saturated) (gradient 25:1–1:25) as eluent. The first fractions containing the product was filtered on Millipore filter and combined wit... Starting materials: ClC(c1ccccc1)(c1ccccc1)c1ccccc1, ClCCl, C1CCC2=NCCCN2CC1, O, CC(=O)N1CC(O)C1. Yields the product CC(=O)N1CC(OC(c2ccccc2)(c2ccccc2)c2ccccc2)C1. RXN SMILES: [C:20]([c:21]1[cH:22][cH:23][cH:24][cH:25][cH:26]1)([c:27]1[cH:28][cH:29][cH:30][cH:31][cH:32]1)([c:33]1[cH:34][cH:35][cH:36][cH:37][cH:38]1)[Cl:39].[CH2:41]([Cl:42])[Cl:43].[N:9]12[CH2:10][CH2:11][CH2:12][N:13]=[C:14]1[CH2:15][CH2:16][CH2:17][CH2:18][CH2:19]2.[OH2:40].[OH:1][CH:2]1[CH2:3][N:4]([C:6]([CH3:7])=[O:8])[CH2:5]1>>[O:1]([CH:2]1[CH2:3][N:4]([C:6]([CH3:7])=[O:8])[CH2:5]1)[C:20]([c:21]1[cH:22][cH:23][cH:24][cH:25][cH:26]1)([c:27]1[cH:28][cH:29][cH:30][cH:31][cH:32]1)[c:33]1[cH:34][cH:35][cH:36][cH:37][cH:38]1.